This data is from the Open Reaction Database (ORD), a public repository of structured organic reaction records. The task is: describe an organic reaction: reactants, conditions, products, and yield Starting materials: FC1=CC(=C(C=C1OCCN1CCCCC1)N)[N+](=O)[O-] (4-fluoro-2-nitro-5-(2-piperidin-1-ylethoxy)-phenylamine), [H][H] (hydrogen). Reagents/catalysts: [Pd] (palladium-on-charcoal). Solvent: CO (methanol). The product is FC=1C=C(C(=CC1OCCN1CCCCC1)N)N (4-fluoro-5-(2-piperidin-1-ylethoxy)benzene-1,2-diamine). The yield is 95.9%. Reaction SMILES: [F:1][C:2]1[C:7]([O:8][CH2:9][CH2:10][N:11]2[CH2:16][CH2:15][CH2:14][CH2:13][CH2:12]2)=[CH:6][C:5]([NH2:17])=[C:4]([N+:18]([O-])=O)[CH:3]=1.[H][H]>CO.[Pd]>[F:1][C:2]1[CH:3]=[C:4]([NH2:18])[C:5]([NH2:17])=[CH:6][C:7]=1[O:8][CH2:9][CH2:10][N:11]1[CH2:16][CH2:15][CH2:14][CH2:13][CH2:12]1. Procedure: 443 mg of 4-fluoro-2-nitro-5-(2-piperidin-1-ylethoxy)-phenylamine in solution in 20 mL of methanol are hydrogenated under 1 bar of hydrogen pressure in the presence of 44 mg of palladium-on-charcoal at 25° C. for 10 hours. The reaction crude is filtered through celite and the filtrate is concentrated under vacuum in a rotary evaporator. 380 mg of 4-fluoro-5-(2-piperidin-1-ylethoxy)benzene-1,2-diamine are obtained in the form of a black lake. The compound is used without any other purification.